This data is from the Open Reaction Database (ORD), a public repository of structured organic reaction records. The task is: describe an organic reaction: reactants, conditions, products, and yield As a reaction SMILES: CNN(CCC)NC.[CH3:9][C:10]1([CH3:30])[O:17][CH2:16][CH2:15][C@H:14]2[N:11]1[C:12](=[O:29])[C@@H:13]2[N:18]1C(=O)C2=CC=CC=C2C1=O>CO.ClCCl>[NH2:18][C@H:13]1[C:12](=[O:29])[N:11]2[C@@H:14]1[CH2:15][CH2:16][O:17][C:10]2([CH3:30])[CH3:9]. Reactants: CNN(NC)CCC (N,N-Dimethylaminopropylamine), CC1(N2C([C@@H]([C@H]2CCO1)N1C(C=2C(C1=O)=CC=CC2)=O)=O)C ((6R,7R)-2,2-dimethyl-7-phthalimido-1-aza-3-oxabicyclo[4.2.0]octan-8-one). Isolated yield 59.5%. Solvent: CO (methanol), ClCCl (dichloromethane). The product is N[C@@H]1[C@H]2CCOC(N2C1=O)(C)C ((6R,7R)-7-amino-2,2-dimethyl-1-aza-3-oxabicyclo[4.2.0]octan-8-one). Run at time 2 hour. Procedure details: N,N-Dimethylaminopropylamine (91 μl) was added to a solution of (6R,7R)-2,2-dimethyl-7-phthalimido-1-aza-3-oxabicyclo[4.2.0]octan-8-one (80 mg) in a mixture of methanol (1.4 ml) and dichloromethane (0.7 ml) at 0° C. under a nitrogen atmosphere. The solution was stirred at the same temperature for two hours and left at ambient temperature for 24 hours. The mixture was evaporated and the residue was chromatographed on silica gel (1.5 g; eluting with 3 to 5% methanol in dichloromethane) to give 27 ... The reactants are C1(=CC=C(C=C1)S(=O)(=O)[O-])C (4-toluenesulfonate), FC(C(=O)[O-])(F)F.[Na+].N[C@H](COCC1=CC=C(C(=O)O)C=C1)CC1=CC=CC=C1 (4-({[(2S)-2-amino-3-phenylpropyl]oxy}methyl)benzoic acid sodium trifluoracetate), S(=O)(Cl)Cl (thionyl chloride). The solvent is CO (methanol). Conditions: time 8 hour. The product is Cl.COC(C1=CC=C(C=C1)COC[C@H](CC1=CC=CC=C1)N)=O (Methyl-4-({[(2S)-2-amino-3-phenylpropyl]oxy}methyl)benzoate hydrochloride). Reaction SMILES: F[C:2](F)(F)C([O-])=O.[Na+].[NH2:9][C@@H:10]([CH2:23][C:24]1[CH:29]=[CH:28][CH:27]=[CH:26][CH:25]=1)[CH2:11][O:12][CH2:13][C:14]1[CH:22]=[CH:21][C:17]([C:18]([OH:20])=[O:19])=[CH:16][CH:15]=1.C1(C)C=CC(S([O-])(=O)=O)=CC=1.S(Cl)([Cl:43])=O>CO>[ClH:43].[CH3:2][O:19][C:18](=[O:20])[C:17]1[CH:21]=[CH:22][C:14]([CH2:13][O:12][CH2:11][C@@H:10]([NH2:9])[CH2:23][C:24]2[CH:25]=[CH:26][CH:27]=[CH:28][CH:29]=2)=[CH:15][CH:16]=1 |f:0.1.2,6.7|. Procedure: 51.2 mg (128 μmol) of 4-({[(2S)-2-amino-3-phenylpropyl]oxy}methyl)benzoic acid sodium trifluoracetate were added to 5 ml of methanol and mixed with 2.4 mg (13 μmol) of 4-toluenesulfonate acid monohydrate. The batch was stirred overnight under reflux. Then, 18.7 μl (256 μmol) of thionyl chloride were added and the composition heated again under reflux for 6 hours. Then the reaction composition was evaporated in the rotating steam boiler and the residue vacuum dried. Thus, 42.3 mg (80% purity, 88%... Starting materials: CCOCC, ClP(Cl)(Cl)(Cl)Cl, [Na+], O=S(=O)([O-])c1cc[nH]c1. The product is O=S(=O)(Cl)c1cc[nH]c1. Reaction SMILES: [CH3:17][CH2:18][O:19][CH2:20][CH3:21].[Cl:11][P:12]([Cl:13])([Cl:14])([Cl:15])[Cl:16].[Na+:10].[nH:1]1[cH:2][c:3]([S:6](=[O:7])(=[O:8])[O-:9])[cH:4][cH:5]1>>[nH:1]1[cH:2][c:3]([S:6](=[O:7])(=[O:9])[Cl:11])[cH:4][cH:5]1. Reactants: C1(CC1)CN1CCC(CC1)C(=O)N1C[C@@H]([C@H](C1)NC)C1=CC(=C(C=C1)Cl)Cl (rac-(1-cyclopropylmethyl-piperidin-4-yl)-[(3S,4R)-3-(3,4-dichloro-phenyl)-4-methylamino-pyrrolidin-1-yl]-methanone), ClC(=O)OC1=CC=C(C=C1)Cl (4-chloro-phenyl chloroformate). The product is ClC1=CC=C(C=C1)OC(N(C)[C@H]1CN(C[C@@H]1C1=CC(=C(C=C1)Cl)Cl)C(=O)C1CCN(CC1)CC1CC1)=O (rac-[(3R,4S)-1-(1-cyclopropylmethyl-piperidine-4-carbonyl)-4-(3,4-dichloro-phenyl)-pyrrolidin-3-yl]-methyl-carbamic acid 4-chloro-phenyl ester). RXN SMILES: [CH:1]1([CH2:4][N:5]2[CH2:10][CH2:9][CH:8]([C:11]([N:13]3[CH2:17][C@H:16]([NH:18][CH3:19])[C@@H:15]([C:20]4[CH:25]=[CH:24][C:23]([Cl:26])=[C:22]([Cl:27])[CH:21]=4)[CH2:14]3)=[O:12])[CH2:7][CH2:6]2)[CH2:3][CH2:2]1.Cl[C:29]([O:31][C:32]1[CH:37]=[CH:36][C:35]([Cl:38])=[CH:34][CH:33]=1)=[O:30]>>[Cl:38][C:35]1[CH:36]=[CH:37][C:32]([O:31][C:29](=[O:30])[N:18]([C@@H:16]2[C@@H:15]([C:20]3[CH:25]=[CH:24][C:23]([Cl:26])=[C:22]([Cl:27])[CH:21]=3)[CH2:14][N:13]([C:11]([CH:8]3[CH2:9][CH2:10][N:5]([CH2:4][CH:1]4[CH2:3][CH2:2]4)[CH2:6][CH2:7]3)=[O:12])[CH2:17]2)[CH3:19])=[CH:33][CH:34]=1. Reported procedure: In analogy to the procedure described for the synthesis of example 2 (step b), the title compound rac-[(3R,4S)-1-(1-cyclopropylmethyl-piperidine-4-carbonyl)-4-(3,4-dichloro-phenyl)-pyrrolidin-3-yl]-methyl-carbamic acid 4-chloro-phenyl ester was prepared from rac-(1-cyclopropylmethyl-piperidin-4-yl)-[(3S,4R)-3-(3,4-dichloro-phenyl)-4-methylamino-pyrrolidin-1-yl]-methanone instead of rac-{4-[(3S,4R)-3-(3,4-dichloro-phenyl)-4-methylamino-pyrrolidine-1-carbonyl]-piperidin-1-yl}-(1-methyl-cyclopropyl...